Dataset: the Open Reaction Database (ORD), a public repository of structured organic reaction records. Task: describe an organic reaction: reactants, conditions, products, and yield The reactants are N(C1=CC=CC=C1)C=1C(C(C1O)=NC1=CC=CC=C1)=O (2-anilino-3-hydroxy-4-(phenylimino)-2-cyclobuten-1-one), C(C)(C)N1CCNCC1 (1-isopropylpiperazine). Yields the product [OH-].OC=1C(C(C1N1CCN(CC1)C(C)C)=O)=[N+]1CCN(CC1)C(C)C (1-[2-hydroxy-3-(4-isopropyl-1-piperazinyl)-4-oxo-2-cyclobuten-1-ylidene]-4-isopropyl-piperazinium hydroxide). RXN SMILES: [NH:1]([C:8]1[C:9](=[O:20])[C:10](=[N:13][C:14]2[CH:19]=CC=CC=2)[C:11]=1[OH:12])[C:2]1[CH:7]=CC=CC=1.[CH:21]([N:24]1[CH2:29][CH2:28]NCC1)([CH3:23])[CH3:22]>>[OH-:12].[OH:12][C:11]1[C:10](=[N+:13]2[CH2:14][CH2:19][N:24]([CH:21]([CH3:22])[CH3:23])[CH2:29][CH2:28]2)[C:9](=[O:20])[C:8]=1[N:1]1[CH2:2][CH2:7][N:1]([CH:8]([CH3:9])[CH3:11])[CH2:2][CH2:7]1 |f:2.3|. Procedure details: A mixture of 4.0 grams of 2-anilino-3-hydroxy-4-(phenylimino)-2-cyclobuten-1-one and 3.9 grams of 1-isopropylpiperazine is heated at 200°-206° C. in an atmosphere of dry nitrogen for 30 minutes. The mixture is cooled and the resulting solid is comminuted, washed with anhydrous ethyl ether, dried and then recrystallized from water to give 1-[2-hydroxy-3-(4-isopropyl-1-piperazinyl)-4-oxo-2-cyclobuten-1-ylidene]-4-isopropyl-piperazinium hydroxide inner salt melting at about 194.5°-196.5° C.